From a dataset of the Open Reaction Database (ORD), a public repository of structured organic reaction records. describe an organic reaction: reactants, conditions, products, and yield Starting materials: solution, COCCC1C(OCC1)=O (3-(2'-methoxyethyl)-dihydro-2(3H)furanone), COCCC1C(OCC1)=O (3-(2'-methoxyethyl)-dihydro-2(3H)furanone). The solvent is CO (methanol). Product: O1CCC(CC1)C(=O)OC (methyl tetrahydropyran-4-carboxylate), C1C(C12COCC2)=O (5-oxaspiro-[2.4 ]heptan-2-one). RXN SMILES: [CH3:1][O:2][CH2:3][CH2:4][CH:5]1[CH2:9][CH2:8][O:7][C:6]1=[O:10]>CO>[O:2]1[CH2:3][CH2:4][CH:5]([C:6]([O:7][CH3:8])=[O:10])[CH2:9][CH2:1]1.[CH2:4]1[C:5]2([CH2:9][CH2:8][O:7][CH2:6]2)[C:3]1=[O:2]. Procedure: During an experimental period of 36 h a total of 900 g of a solution consisting of 53 wt % of 3-(2'-methoxyethyl)-dihydro-2(3H)furanone and 47 wt % of methanol was evaporated and the vapors were passed over 90 g of aluminum oxide catalyst (diameter 1.5 ram) at a temperature of 250° C. in a tubular reactor. Following condensation of the gaseous effluent, analysis was effected using gas chromatography. The conversion of 3-(2'-methoxyethyl)-dihydro-2(3H)furanone was 53%. 46 mol % of methyl tetrahyd... Starting materials: CCOC(=O)C(C)(Cc1ccc(OCc2ccccc2)cc1)Oc1ccc2ncccc2c1, CCO. The product is CCOC(=O)C(C)(Cc1ccc(O)cc1)Oc1ccc2ncccc2c1. Reaction SMILES: [CH2:1]([CH3:2])[O:3][C:4]([C:5]([CH2:6][c:7]1[cH:8][cH:9][c:10]([O:13][CH2:14][c:15]2[cH:16][cH:17][cH:18][cH:19][cH:20]2)[cH:11][cH:12]1)([O:21][c:22]1[cH:23][c:24]2[cH:25][cH:26][cH:27][n:28][c:29]2[cH:30][cH:31]1)[CH3:32])=[O:33].[CH3:34][CH2:35][OH:36]>>[CH2:1]([CH3:2])[O:3][C:4]([C:5]([CH2:6][c:7]1[cH:8][cH:9][c:10]([OH:13])[cH:11][cH:12]1)([O:21][c:22]1[cH:23][c:24]2[cH:25][cH:26][cH:27][n:28][c:29]2[cH:30][cH:31]1)[CH3:32])=[O:33]. The reactants are [C@H]12[C@H](NC[C@@H]2C1)CNC(=O)C1=C(N=C2SC=CN21)C (6-Methyl-imidazo[2,1-b]thiazole-5-carboxylic acid [(1S,2S,5R)-1-(3-aza-bicyclo[3.1.0]hex-2-yl)methyl]-amide), FC1=C(C=CC=C1)C=1C(=CC=CC1)C(=O)O (2′-Fluoro-biphenyl-2-carboxylic acid). Yields the product FC1=C(C=CC=C1)C=1C(=CC=CC1)C(=O)N1[C@@H]([C@H]2C[C@H]2C1)CNC(=O)C1=C(N=C2SC=CN21)C (6-Methyl-imidazo[2,1-b]thiazole-5-carboxylic acid[(1S,2S,5R)-3-(2′-fluoro-biphenyl-2-carbonyl)-3-aza-bicyclo[3.1.0]hex-2-ylmethyl]-amide). As a reaction SMILES: [C@H:1]12[CH2:6][C@H:5]1[CH2:4][NH:3][C@@H:2]2[CH2:7][NH:8][C:9]([C:11]1[N:18]2[C:14]([S:15][CH:16]=[CH:17]2)=[N:13][C:12]=1[CH3:19])=[O:10].[F:20][C:21]1[CH:26]=[CH:25][CH:24]=[CH:23][C:22]=1[C:27]1[C:28]([C:33](O)=[O:34])=[CH:29][CH:30]=[CH:31][CH:32]=1>>[F:20][C:21]1[CH:26]=[CH:25][CH:24]=[CH:23][C:22]=1[C:27]1[C:28]([C:33]([N:3]2[CH2:4][C@H:5]3[C@H:1]([CH2:6]3)[C@H:2]2[CH2:7][NH:8][C:9]([C:11]2[N:18]3[C:14]([S:15][CH:16]=[CH:17]3)=[N:13][C:12]=2[CH3:19])=[O:10])=[O:34])=[CH:29][CH:30]=[CH:31][CH:32]=1. Procedure details: prepared by reaction of 6-Methyl-imidazo[2,1-b]thiazole-5-carboxylic acid [(1S,2S,5R)-1-(3-aza-bicyclo[3.1.0]hex-2-yl)methyl]-amide with 2′-Fluoro-biphenyl-2-carboxylic acid. LC-MS (basic): tR=1.33 min; [M+H]+=475.1. Reactants: ClC=1C(=NC=C(C1)\C=C(\C(=O)OCC)/F)N[C@H]1CN(CC1)C(=O)OC(C)(C)C (tert-butyl (3R)-3-({3-chloro-5-[(1Z)-3-ethoxy-2-fluoro-3-oxo-1-propen-1-yl]-2-pyridinyl}amino)-1-pyrrolidinecarboxylate), Cl (hydrogen chloride). The solvent is O1CCOCC1 (dioxane), CCO (EtOH). Conditions: time 4 hour. Yields the product Cl.Cl.ClC=1C=C(C=NC1N[C@H]1CNCC1)\C=C(\C(=O)OCC)/F (ethyl (2Z)-3-{5-chloro-6-[(3R)-3-pyrrolidinylamino]-3-pyridinyl}-2-fluoroacrylate dihydrochloride). As a reaction SMILES: [Cl:1][C:2]1[C:3]([NH:16][C@@H:17]2[CH2:21][CH2:20][N:19](C(OC(C)(C)C)=O)[CH2:18]2)=[N:4][CH:5]=[C:6](/[CH:8]=[C:9](\[F:15])/[C:10]([O:12][CH2:13][CH3:14])=[O:11])[CH:7]=1.[ClH:29]>O1CCOCC1.CCO>[ClH:1].[ClH:29].[Cl:1][C:2]1[CH:7]=[C:6](/[CH:8]=[C:9](\[F:15])/[C:10]([O:12][CH2:13][CH3:14])=[O:11])[CH:5]=[N:4][C:3]=1[NH:16][C@@H:17]1[CH2:21][CH2:20][NH:19][CH2:18]1 |f:4.5.6|. Procedure: A mixture of tert-butyl (3R)-3-({3-chloro-5-[(1Z)-3-ethoxy-2-fluoro-3-oxo-1-propen-1-yl]-2-pyridinyl}amino)-1-pyrrolidinecarboxylate (2.34 g) and 4N hydrogen chloride in dioxane solution (11 ml) in EtOH (10 ml) was stirred at ambient temperature for 4 hours. IPE (100 ml) was added to a reaction mixture and the precipitate was collected by filtration to give ethyl (2Z)-3-{5-chloro-6-[(3R)-3-pyrrolidinylamino]-3-pyridinyl}-2-fluoroacrylate dihydrochloride (1.95 g). Starting materials: ice water, OC1=CC2=C(C(C(=CO2)C2=CC=C(C=C2)O)=O)C=C1 (7-hydroxy-3-(4-hydroxyphenyl)-4H-1-benzopyran-4-one), BrC(C(=O)OCC)C (ethyl 2-bromopropionate), C([O-])([O-])=O.[K+].[K+] (potassium carbonate). The solvent is CN(C=O)C (dimethylformamide). Run at temperature 80 celsius. The product is C(C)OC(C=C=O)OC1=CC2=C(C(C(=CO2)C2=CC=C(C=C2)O)=O)C=C1 (7-(1-ethoxy- carbonylethyl)oxy-3-(4-hydroxyphenyl)-4H-1-benzopyran-4-one). The yield is 54.1%. Reaction SMILES: [OH:1][C:2]1[CH:19]=[CH:18][C:5]2[C:6](=[O:17])[C:7]([C:10]3[CH:15]=[CH:14][C:13]([OH:16])=[CH:12][CH:11]=3)=[CH:8][O:9][C:4]=2[CH:3]=1.Br[CH:21]([CH3:27])[C:22]([O:24][CH2:25][CH3:26])=O.C(=O)([O-])[O-:29].[K+].[K+]>CN(C)C=O>[CH2:25]([O:24][CH:22]([O:1][C:2]1[CH:19]=[CH:18][C:5]2[C:6](=[O:17])[C:7]([C:10]3[CH:11]=[CH:12][C:13]([OH:16])=[CH:14][CH:15]=3)=[CH:8][O:9][C:4]=2[CH:3]=1)[CH:21]=[C:27]=[O:29])[CH3:26] |f:2.3.4|. Procedure details: A mixture of 4.0 g of 7-hydroxy-3-(4-hydroxyphenyl)-4H-1-benzopyran-4-one, 3.42 g of ethyl 2-bromopropionate, 60 ml of dimethylformamide and 4.3 g of potassium carbonate was stirred well with heating at 80° C. for 2 hours, poured into ice water and extracted with ethyl acetate. The extract was washed with water and concentrated and the residue was recrystallized from dichloroethane to give 3.0 g of 7-(1-ethoxy- carbonylethyl)oxy-3-(4-hydroxyphenyl)-4H-1-benzopyran-4-one as white crystals. m.p. 1... The reactants are CCO, CCOC(=O)C(C)C(=O)OCC, [K+], [OH-]. The product is CCOC(=O)C(C)C(=O)[O-], [K+]. Reaction SMILES: [CH3:15][CH2:16][OH:17].[CH3:3][CH:4]([C:5](=[O:6])[O:7][CH2:8][CH3:9])[C:10](=[O:11])[O:12][CH2:13][CH3:14].[K+:2].[OH-:1]>>[CH3:3][CH:4]([C:5](=[O:6])[O:7][CH2:8][CH3:9])[C:10](=[O:11])[O-:12].[K+:2]. The reactants are ClC=1C(=CC2=C(N=C(O2)C)C1)C1=CC=C(C=C1)N (4-(5-chloro-2-methylbenzoxazol-6-yl)phenylamine), FC1=C(C(=O)Cl)C=CC=C1 (2-fluorobenzoyl chloride), C(=O)(O)[O-].[Na+].C(Cl)Cl (NaHCO3 DCM), CCN(C(C)C)C(C)C (DIEA). The reagents and catalysts are CN(C)C=1C=CN=CC1 (DMAP). Run in C(Cl)Cl (DCM). Reaction conditions: time 3 hour. The product is ClC=1C(=CC2=C(N=C(O2)C)C1)C1=CC=C(C=C1)NC(=O)C1=C(C=CC=C1)F (N-[4-(5-chloro-2-methylbenzoxazol-6-yl)phenyl](2-fluorophenyl)carboxamide). Yield: 57.5%. Reaction SMILES: [Cl:1][C:2]1[C:3]([C:12]2[CH:17]=[CH:16][C:15]([NH2:18])=[CH:14][CH:13]=2)=[CH:4][C:5]2[O:9][C:8]([CH3:10])=[N:7][C:6]=2[CH:11]=1.[F:19][C:20]1[CH:28]=[CH:27][CH:26]=[CH:25][C:21]=1[C:22](Cl)=[O:23].CCN(C(C)C)C(C)C.C([O-])(O)=O.[Na+].C(Cl)Cl>CN(C1C=CN=CC=1)C.C(Cl)Cl>[Cl:1][C:2]1[C:3]([C:12]2[CH:17]=[CH:16][C:15]([NH:18][C:22]([C:21]3[CH:25]=[CH:26][CH:27]=[CH:28][C:20]=3[F:19])=[O:23])=[CH:14][CH:13]=2)=[CH:4][C:5]2[O:9][C:8]([CH3:10])=[N:7][C:6]=2[CH:11]=1 |f:3.4.5|. Procedure: To a solution of 4-(5-chloro-2-methylbenzoxazol-6-yl)phenylamine (56) (23 mg, 0.089 mmol) and 2 mg DMAP in 2 ml DCM was added 2-fluorobenzoyl chloride (21 μl, 0.18 mmol) followed by addition of DIEA (78 μl). The resulting brown solution was stirred at r.t. for 3 h. The reaction mixture was worked up with aq. NaHCO3/DCM. DCM phase was washed with brine, concentrated to dryness. The residue was dissolved in 2 ml THF/MeOH/H2O (5:4:1) and stirred with 1N NaOH (200 μl) at r.t. for 2 h before worked u... Starting materials: O.C1(=CC(O)=CC(C)=C1)O (orcinol monohydrate), CS(=O)(=O)C1=C(C=CC=C1)S(=O)(=O)Cl (2-methylsulfonylbenzenesulfonyl chloride). Solvent: C(=O)(O)[O-].[Na+] (NaHCO3), ClCCl (dichloromethane), O (water). Yields the product CC=1C=C(C=C(C1)O)OS(=O)(=O)C1=C(C=CC=C1)S(=O)(=O)C (5-Methyl-3-[2-(methylsulfonyl)phenylsulfonyloxy]phenol). Isolated yield 26.0%. RXN SMILES: O.[C:2]1([OH:10])[CH:9]=[C:7]([CH3:8])[CH:6]=[C:4]([OH:5])[CH:3]=1.[CH3:11][S:12]([C:15]1[CH:20]=[CH:19][CH:18]=[CH:17][C:16]=1[S:21](Cl)(=[O:23])=[O:22])(=[O:14])=[O:13]>C([O-])(O)=O.[Na+].ClCCl.O>[CH3:8][C:7]1[CH:9]=[C:2]([O:10][S:21]([C:16]2[CH:17]=[CH:18][CH:19]=[CH:20][C:15]=2[S:12]([CH3:11])(=[O:14])=[O:13])(=[O:23])=[O:22])[CH:3]=[C:4]([OH:5])[CH:6]=1 |f:0.1,3.4|. Procedure: A mixture of orcinol monohydrate (1.68 g, 12 mmol) and 2-methylsulfonylbenzenesulfonyl chloride (3.0 g, 11.8 mmol) in saturated aqueous NaHCO3 (25 mL) and dichloromethane (25 mL) was stirred vigorously at room temperature for one week. The reaction mixture was diluted with 50 mL of water and extracted into dichloromethane (3×50 mL). The organic phase was washed with brine (2×50 mL) and dried over Na2SO4. After removing the solvent in vacuo, the residue was treated with dichloromethane and ether ... Isolated yield 84.2%. Yields the product COC(C1=CC=C(C=C1)CCCN1C(CCC1=O)CCC(CC1=CC(=CC=C1)C(F)(F)F)O[Si](C)(C)C(C)(C)C)=O (4-(3-{2-[3-(tert-butyl-dimethyl-silanyloxy)-4-(3-trifluoromethyl-phenyl)-butyl]-5-oxo-pyrrolidin-1-yl}-propyl)-benzoic acid methyl ester). Procedure details: Analogous to the procedure described for Example 1A, Step D, 5-[3-(tert-butyl-dimethyl-silanyloxy)-4-(3-trifluoromethyl-phenyl)-butyl]-pyrrolidin-2-one (250 mg, 0.602 mmol) was alkylated with NaHMDS (1M in THF, 0.72 mL, 0.72 mmol) and 4-(3-bromo-propyl)-benzoic acid methyl ester (170 mg, 0.663 mmol) to yield 4-(3-{2-[3-(tert-butyl-dimethyl-silanyloxy)-4-(3-trifluoromethyl-phenyl)-butyl]-5-oxo-pyrrolidin-1-yl}-propyl)-benzoic acid methyl ester (300 mg). MS 592.1 (M+1). Reactants: C(C)(C)(C)[Si](OC(CCC1CCC(N1)=O)CC1=CC(=CC=C1)C(F)(F)F)(C)C (5-[3-(tert-butyl-dimethyl-silanyloxy)-4-(3-trifluoromethyl-phenyl)-butyl]-pyrrolidin-2-one), C[Si](C)(C)[N-][Si](C)(C)C.[Na+] (NaHMDS), COC(C1=CC=C(C=C1)CCCBr)=O (4-(3-bromo-propyl)-benzoic acid methyl ester). Reaction SMILES: [C:1]([Si:5]([CH3:28])([CH3:27])[O:6][CH:7]([CH2:16][C:17]1[CH:22]=[CH:21][CH:20]=[C:19]([C:23]([F:26])([F:25])[F:24])[CH:18]=1)[CH2:8][CH2:9][CH:10]1[NH:14][C:13](=[O:15])[CH2:12][CH2:11]1)([CH3:4])([CH3:3])[CH3:2].C[Si]([N-][Si](C)(C)C)(C)C.[Na+].[CH3:39][O:40][C:41](=[O:52])[C:42]1[CH:47]=[CH:46][C:45]([CH2:48][CH2:49][CH2:50]Br)=[CH:44][CH:43]=1>>[CH3:39][O:40][C:41](=[O:52])[C:42]1[CH:47]=[CH:46][C:45]([CH2:48][CH2:49][CH2:50][N:14]2[C:13](=[O:15])[CH2:12][CH2:11][CH:10]2[CH2:9][CH2:8][CH:7]([O:6][Si:5]([C:1]([CH3:4])([CH3:3])[CH3:2])([CH3:28])[CH3:27])[CH2:16][C:17]2[CH:22]=[CH:21][CH:20]=[C:19]([C:23]([F:25])([F:26])[F:24])[CH:18]=2)=[CH:44][CH:43]=1 |f:1.2|. Reactants: IC=1C=C2C(=NC=NC2=CC1)Cl (6-iodo-4-chloroquinazoline), NC=1C=C2C=CN(C2=CC1)S(=O)(=O)C1=CC=CC=C1 (5-amino-1-benzenesulfonylindole). The solvent is C(C)(C)(C)O (t-butanol), ClCCCl (DCE). The product is C1(=CC=CC=C1)S(=O)(=O)N1C=CC2=CC(=CC=C12)NC1=NC=NC2=CC=C(C=C12)I ((1-Benzenesulfonyl-1H-indol-5-yl)-(6-iodo-quinazolin-4-yl)-amine). Yield: 74.8%. RXN SMILES: [I:1][C:2]1[CH:3]=[C:4]2[C:9](=[CH:10][CH:11]=1)[N:8]=[CH:7][N:6]=[C:5]2Cl.[NH2:13][C:14]1[CH:15]=[C:16]2[C:20](=[CH:21][CH:22]=1)[N:19]([S:23]([C:26]1[CH:31]=[CH:30][CH:29]=[CH:28][CH:27]=1)(=[O:25])=[O:24])[CH:18]=[CH:17]2>ClCCCl.C(O)(C)(C)C>[C:26]1([S:23]([N:19]2[C:20]3[C:16](=[CH:15][C:14]([NH:13][C:5]4[C:4]5[C:9](=[CH:10][CH:11]=[C:2]([I:1])[CH:3]=5)[N:8]=[CH:7][N:6]=4)=[CH:22][CH:21]=3)[CH:17]=[CH:18]2)(=[O:24])=[O:25])[CH:27]=[CH:28][CH:29]=[CH:30][CH:31]=1. Procedure: 6-iodo-4-chloroquinazoline 13 (2.38 g, 8.20 mmol) and 5-amino-1-benzenesulfonylindole 21 (2.46 g, 9.00 mmol) were combined in DCE (20 mL) and t-butanol (20 mL). The resulting mixture was heated at reflux under nitrogen for 18 hours to form a bright yellow suspension. Upon cooling the solids were filtered and rinsed with CH2Cl2 and placed under high vacuum to remove any excess solvent. The title compound (3.23 g, 75%) was obtained as a yellow solid. For compound 20: 1H NMR (DMSO-d6; 400 MHz): δ: ...